This data is from the Open Reaction Database (ORD), a public repository of structured organic reaction records. The task is: describe an organic reaction: reactants, conditions, products, and yield Reactants: C(OC(CC1=CC2=CN(N=C2C(=C1)C)COCC[Si](C)(C)C)C(=O)OC)(OC1=CC=C(C=C1)[N+](=O)[O-])=O (1-(methoxycarbonyl)-2-(2-((2-(trimethylsilyl)ethoxy)methyl)-7-methyl-2H-indazol-5-yl)ethyl 4-nitrophenyl carbonate), Cl.N1CCC(CC1)C=1C(NC2=CC=CC=C2C1)=O (3-(piperidin-4-yl)quinolin-2(1H)-one-hydrochloride), C(C)(C)N(CC)C(C)C (diisopropylethylamine). Run at time 8 hour. The product is O=C1NC2=CC=CC=C2C=C1C1CCN(CC1)C(=O)O[C@@H](C(=O)OC)CC1=CC2=CN(N=C2C(=C1)C)COCC[Si](C)(C)C ((R)-1-methoxy-3-(7-methyl-2-((2-(trimethylsilyl)ethoxy)methyl)-2H-indazol-5-yl)-1-oxopropan-2-yl 4-(2-oxo-1,2-dihydroquinolin-3-yl)piperidine-1-carboxylate). Isolated yield 29.5%. As a reaction SMILES: [C:1](=O)([O:27]C1C=CC([N+]([O-])=O)=CC=1)[O:2][CH:3]([C:23]([O:25][CH3:26])=[O:24])[CH2:4][C:5]1[CH:13]=[C:12]([CH3:14])[C:11]2[C:7](=[CH:8][N:9]([CH2:15][O:16][CH2:17][CH2:18][Si:19]([CH3:22])([CH3:21])[CH3:20])[N:10]=2)[CH:6]=1.Cl.[NH:39]1[CH2:44][CH2:43][CH:42]([C:45]2[C:46](=[O:55])[NH:47][C:48]3[C:53]([CH:54]=2)=[CH:52][CH:51]=[CH:50][CH:49]=3)[CH2:41][CH2:40]1.C(N(C(C)C)CC)(C)C>>[O:55]=[C:46]1[C:45]([CH:42]2[CH2:43][CH2:44][N:39]([C:1]([O:2][C@H:3]([CH2:4][C:5]3[CH:13]=[C:12]([CH3:14])[C:11]4[C:7](=[CH:8][N:9]([CH2:15][O:16][CH2:17][CH2:18][Si:19]([CH3:21])([CH3:22])[CH3:20])[N:10]=4)[CH:6]=3)[C:23]([O:25][CH3:26])=[O:24])=[O:27])[CH2:40][CH2:41]2)=[CH:54][C:53]2[C:48](=[CH:49][CH:50]=[CH:51][CH:52]=2)[NH:47]1 |f:1.2|. Procedure details: To a solution of 1-(methoxycarbonyl)-2-(2-((2-(trimethylsilyl)ethoxy)methyl)-7-methyl-2H-indazol-5-yl)ethyl 4-nitrophenyl carbonate (0.859 mmol) was added 3-(piperidin-4-yl)quinolin-2(1H)-one-hydrochloride (682 mg, 2.58 mmol), in one portion, followed by dropwise addition of diisopropylethylamine (0.37 mL, 2.15 mmol) at room temperature. The resulting yellow suspension was stirred at room temperature overnight. The mixture was extracted with ethyl acetate (2×2 mL) and the organic phase was washe... RXN SMILES: C(O/[CH:4]=[CH:5]/[C:6]([NH:8][NH:9][C:10]1[CH:15]=[CH:14][CH:13]=[CH:12][N:11]=1)=[O:7])C.[OH-].[Na+]>>[N:11]1[CH:12]=[CH:13][CH:14]=[CH:15][C:10]=1[N:9]1[CH:4]=[CH:5][C:6](=[O:7])[NH:8]1 |f:1.2|. Product: N1=C(C=CC=C1)N1NC(C=C1)=O (1-pyridin-2-yl-1,2-dihydro-3H-pyrazol-3-one). The reactants are C(C)O/C=C/C(=O)NNC1=NC=CC=C1 ((2E)-3-Ethoxy-N′-pyridin-2-ylprop-2-enohydrazide), [OH-].[Na+] (NaOH). Reported procedure: (2E)-3-Ethoxy-N′-pyridin-2-ylprop-2-enohydrazide (8.5 g, 41 mmol) was stirred with concentrated 37% HCl (20 mL) for 3 h. The resulting reaction mixture was adjusted to pH 7 using 1N NaOH (aq) and a precipitate formed. The reaction mixture then extracted with EtOAc (3×50 mL)and washed with brine. The combined organic phase was dried over Na2SO4, concentrated in vacuo purified using liquid chromatography on silica gel eluting with EtOAc (100%) to afford 1-pyridin-2-yl-1,2-dihydro-3H-pyrazol-3-one ...